From a dataset of the Open Reaction Database (ORD), a public repository of structured organic reaction records. describe an organic reaction: reactants, conditions, products, and yield Starting materials: CO, COC(=O)C=C1CCC(C(C)(C)C)CC1, [H][H], [OH-], [OH-], [Pd+2]. The product is COC(=O)CC1CCC(C(C)(C)C)CC1. RXN SMILES: [CH3:18][OH:19].[CH3:1][O:2][C:3]([CH:4]=[C:5]1[CH2:6][CH2:7][CH:8]([C:11]([CH3:12])([CH3:13])[CH3:14])[CH2:9][CH2:10]1)=[O:15].[H:16][H:17].[OH-:20].[OH-:22].[Pd+2:21]>>[CH3:1][O:2][C:3]([CH2:4][CH:5]1[CH2:6][CH2:7][CH:8]([C:11]([CH3:12])([CH3:13])[CH3:14])[CH2:9][CH2:10]1)=[O:15]. The reactants are Cc1nc(-c2ccc3c(=O)n(CC(C)C)c(CN(C(=O)[O-])C(C)(C)C)c(-c4ccccc4)c3c2)sc1C#N, CCOC(C)=O, Cl. The product is Cl, Cc1nc(-c2ccc3c(=O)n(CC(C)C)c(CN)c(-c4ccccc4)c3c2)sc1C#N. As a reaction SMILES: [C:1]([N:5]([C:2](=[O:3])[O-:4])[CH2:9][c:10]1[n:11]([CH2:35][CH:36]([CH3:37])[CH3:38])[c:12](=[O:34])[c:13]2[cH:14][cH:15][c:16](-[c:26]3[s:27][c:28]([C:32]#[N:33])[c:29]([CH3:31])[n:30]3)[cH:17][c:18]2[c:19]1-[c:20]1[cH:21][cH:22][cH:23][cH:24][cH:25]1)([CH3:6])([CH3:7])[CH3:8].[CH3:40][CH2:41][O:42][C:43](=[O:44])[CH3:45].[ClH:39]>>[ClH:39].[NH2:5][CH2:9][c:10]1[n:11]([CH2:35][CH:36]([CH3:37])[CH3:38])[c:12](=[O:34])[c:13]2[cH:14][cH:15][c:16](-[c:26]3[s:27][c:28]([C:32]#[N:33])[c:29]([CH3:31])[n:30]3)[cH:17][c:18]2[c:19]1-[c:20]1[cH:21][cH:22][cH:23][cH:24][cH:25]1. Reactants: FC(F)(F)c1cc(CBr)n(-c2ccccc2Cl)n1, Nc1ccc(Br)cc1, C1CCOC1, CC(=O)O, CCCCCC, [Li]CCCC. Yields the product FC(F)(F)c1cc(CNc2ccc(Br)cc2)n(-c2ccccc2Cl)n1. Reaction SMILES: [Br:14][CH2:15][c:16]1[cH:17][c:18]([C:28]([F:29])([F:30])[F:31])[n:19][n:20]1-[c:21]1[c:22]([Cl:27])[cH:23][cH:24][cH:25][cH:26]1.[Br:1][c:2]1[cH:3][cH:4][c:5]([NH2:6])[cH:7][cH:8]1.[CH2:42]1[O:43][CH2:44][CH2:45][CH2:46]1.[CH3:32][C:33](=[O:34])[OH:35].[CH3:36][CH2:37][CH2:38][CH2:39][CH2:40][CH3:41].[Li:9][CH2:10][CH2:11][CH2:12][CH3:13]>>[Br:1][c:2]1[cH:3][cH:4][c:5]([NH:6][CH2:15][c:16]2[cH:17][c:18]([C:28]([F:29])([F:30])[F:31])[n:19][n:20]2-[c:21]2[c:22]([Cl:27])[cH:23][cH:24][cH:25][cH:26]2)[cH:7][cH:8]1. Starting materials: [Al+3], C#CCSc1ccccc1C(=O)O, [H-], [H-], [H-], [H-], [Li+], [Na+], C1CCOC1, [OH-], O. The product is C#CCSc1ccccc1CO. Reaction SMILES: [Al+3:2].[CH2:7]([C:8]#[CH:9])[S:10][c:11]1[c:12]([C:13](=[O:14])[OH:15])[cH:16][cH:17][cH:18][cH:19]1.[H-:1].[H-:4].[H-:5].[H-:6].[Li+:3].[Na+:22].[O:23]1[CH2:24][CH2:25][CH2:26][CH2:27]1.[OH-:21].[OH2:20]>>[CH2:7]([C:8]#[CH:9])[S:10][c:11]1[c:12]([CH2:13][OH:14])[cH:16][cH:17][cH:18][cH:19]1. The reactants are CN(C)Cc1ccc(CSCCN)o1, Cl, Cl, N#CO[K], [Na+], [Na+], O=C([O-])[O-], O. Yields the product CN(C)Cc1ccc(CSCCNC(N)=O)o1. As a reaction SMILES: [CH3:3][N:4]([CH3:5])[CH2:6][c:7]1[cH:8][cH:9][c:10]([CH2:12][S:13][CH2:14][CH2:15][NH2:16])[o:11]1.[ClH:1].[ClH:2].[K:17][O:18][C:19]#[N:20].[Na+:21].[Na+:22].[O-:23][C:24](=[O:25])[O-:26].[OH2:27]>>[CH3:3][N:4]([CH3:5])[CH2:6][c:7]1[cH:8][cH:9][c:10]([CH2:12][S:13][CH2:14][CH2:15][NH:16][C:19](=[O:18])[NH2:20])[o:11]1. Starting materials: [Li]CCCC (n-BuLi), CC1=NOC(=C1)C (3,5-dimethylisoxazole), N12CC(C(CC1)CC2)=O (3-quinuclidinone). Run in O1CCCC1 (tetrahydrofuran), O1CCCC1 (tetrahydrofuran). Conditions: temperature -78 celsius, time 1 hour. The product is OC1(CN2CCC1CC2)CC2=CC(=NO2)C (3-Hydroxy-3-(3-methyl-5-isoxazolyl) methyl-1-azabicyclo[2.2.2]octane). Yield: 90.0%. As a reaction SMILES: [CH3:1][C:2]1[CH:6]=[C:5]([CH3:7])[O:4][N:3]=1.[Li]CCCC.[N:13]12[CH2:20][CH2:19][CH:16]([CH2:17][CH2:18]1)[C:15](=[O:21])[CH2:14]2>O1CCCC1>[OH:21][C:15]1([CH2:7][C:5]2[O:4][N:3]=[C:2]([CH3:1])[CH:6]=2)[CH:16]2[CH2:19][CH2:20][N:13]([CH2:18][CH2:17]2)[CH2:14]1. Procedure: To a solution of 3,5-dimethylisoxazole (9.71 g, 100 mmol) in dry tetrahydrofuran (30 ml) cooled to -78° C. was added n-BuLi (2.5M in hexane, 100 mmol). The reaction mixture was stirred at -78° C. for 1 h. A solution of 3-quinuclidinone (6.25 g, 50 mmol) dissolved in dry tetrahydrofuran (50 ml) was added. The reaction mixture was stirred for 2 h at -78° C., then quenched with water (100 ml) and acidified with concentrated hydrochloric acid. The water phase was extracted with ether (2×50 ml), then... Starting materials: C1CCOC1, N#Cc1ccc(N2CCc3c(Cl)ncnc32)nc1, [H-], [Na+], O, CC(C)OC(=O)N1CCC(O)CC1. Product: CC(C)OC(=O)N1CCC(Oc2ncnc3c2CCN3c2ccc(C#N)cn2)CC1. Reaction SMILES: [CH2:35]1[O:36][CH2:37][CH2:38][CH2:39]1.[Cl:16][c:17]1[c:18]2[c:19]([n:20][cH:21][n:22]1)[N:23]([c:26]1[cH:27][cH:28][c:29]([C:32]#[N:33])[cH:30][n:31]1)[CH2:24][CH2:25]2.[H-:15].[Na+:14].[OH2:34].[OH:1][CH:2]1[CH2:3][CH2:4][N:5]([C:8](=[O:9])[O:10][CH:11]([CH3:12])[CH3:13])[CH2:6][CH2:7]1>>[O:1]([CH:2]1[CH2:3][CH2:4][N:5]([C:8](=[O:9])[O:10][CH:11]([CH3:12])[CH3:13])[CH2:6][CH2:7]1)[c:17]1[c:18]2[c:19]([n:20][cH:21][n:22]1)[N:23]([c:26]1[cH:27][cH:28][c:29]([C:32]#[N:33])[cH:30][n:31]1)[CH2:24][CH2:25]2. Reactants: C(C)(C)(C)NS(=O)(=O)C=1SC=CC1C(CCl)=O (N-t-butyl-3-chloroacetyl-2-thiophenesulfonamide), C(C)(=O)O (acetic acid), C(#N)[BH3-].[Na+] (sodium cyanoborohydride). Solvent: O1CCCC1 (tetrahydrofuran). Run at time 30 minute. The product is C(C)(C)(C)NS(=O)(=O)C=1SC=CC1C(CCl)OC(C)=O (N-t-butyl-3-(1-acetoxy-2-chloroethyl)-2-thiophenesulfonamide). The yield is 84.0%. RXN SMILES: [C:1]([NH:5][S:6]([C:9]1[S:10][CH:11]=[CH:12][C:13]=1[C:14](=[O:17])[CH2:15][Cl:16])(=[O:8])=[O:7])([CH3:4])([CH3:3])[CH3:2].C([BH3-])#N.[Na+].[C:22](O)(=[O:24])[CH3:23]>O1CCCC1>[C:1]([NH:5][S:6]([C:9]1[S:10][CH:11]=[CH:12][C:13]=1[CH:14]([O:17][C:22](=[O:24])[CH3:23])[CH2:15][Cl:16])(=[O:8])=[O:7])([CH3:4])([CH3:2])[CH3:3] |f:1.2|. Procedure details: 1.5 g (0.005 mole) of N-t-butyl-3-(chloroacetyl)-2-thiophenesulfonamide synthesized in Example 6 was dissolved in the combined solution of 1 ml of acetic acid and 10 ml of tetrahydrofuran and then 0.31 g (0.005 mole) of sodium cyanoborohydride was added slowly thereto. The reaction solution was stirred at normal temperature for 30 minutes and then subjected to a vacuum evaporator to remove the solvent. To the residue was added 10 ml of water and then the resulting solution was extracted with met...